From a dataset of the Open Reaction Database (ORD), a public repository of structured organic reaction records. describe an organic reaction: reactants, conditions, products, and yield The reactants are N1=CC=CC=C1 (pyridine), Cl.C(CC)C1=C(SC=2N1CCCN2)C(=O)Cl (3-propyl-6,7-dihydro-5H-thiazolo[3,2-a]pyrimidine-2-carbonylchloride hydrochloride), CNC1=CC(=CC(=C1)Cl)Cl (N-methyl-3,5-dichloroaniline), CN(C)C1=NC=CC=C1 (dimethylaminopyridine). Solvent: O (water), CN(C=O)C (dimethylformamide). Reaction conditions: temperature 70 celsius, time 18 hour. Product: Cl.ClC=1C=C(C=C(C1)Cl)N(C(=O)C1=C(N2C(=NCCC2)S1)CCC)C (N-(3,5-Dichlorophenyl)-N-methyl-3-propyl-6,7-dihydro-5H-thiazolo[3,2-a]pyrimidine-2-carboxamide hydrochloride). The yield is 32.9%. RXN SMILES: N1C=CC=CC=1.Cl.[CH2:8]([C:11]1[N:15]2[CH2:16][CH2:17][CH2:18][N:19]=[C:14]2[S:13][C:12]=1[C:20]([Cl:22])=[O:21])[CH2:9][CH3:10].[CH3:23][NH:24][C:25]1[CH:30]=[C:29]([Cl:31])[CH:28]=[C:27]([Cl:32])[CH:26]=1.CN(C1C=CC=CN=1)C>O.CN(C)C=O>[ClH:22].[Cl:31][C:29]1[CH:30]=[C:25]([N:24]([CH3:23])[C:20]([C:12]2[S:13][C:14]3=[N:19][CH2:18][CH2:17][CH2:16][N:15]3[C:11]=2[CH2:8][CH2:9][CH3:10])=[O:21])[CH:26]=[C:27]([Cl:32])[CH:28]=1 |f:1.2,7.8|. Procedure: In the mixture of 30 ml of pyridine and 3 ml of dimethylformamide was suspended 938 mg of 3-propyl-6,7-dihydro-5H-thiazolo[3,2-a]pyrimidine-2-carbonylchloride hydrochloride (described in Example 13). To the suspension was added 587 mg of N-methyl-3,5-dichloroaniline, and 40 mg of dimethylaminopyridine, followed by stirring at 70° C. for 18 hours. The reaction mixture was cocentrated and to the mixture was added water. The organic layer was extracted with chloroform. The extact was washed with 5%... The reactants are CO, COC(=O)Cc1ccc(SCc2cccc(OCc3nc(-c4ccccc4)oc3C)c2)c(Cl)c1, Cl, [Na+], C1CCOC1, [OH-], O. Product: Cc1oc(-c2ccccc2)nc1COc1cccc(CSc2ccc(CC(=O)O)cc2Cl)c1. RXN SMILES: [CH3:44][OH:45].[Cl:1][c:2]1[cH:3][c:4]([CH2:30][C:31](=[O:32])[O:33][CH3:34])[cH:5][cH:6][c:7]1[S:8][CH2:9][c:10]1[cH:11][c:12]([O:16][CH2:17][c:18]2[n:19][c:20](-[c:24]3[cH:25][cH:26][cH:27][cH:28][cH:29]3)[o:21][c:22]2[CH3:23])[cH:13][cH:14][cH:15]1.[ClH:42].[Na+:36].[O:37]1[CH2:38][CH2:39][CH2:40][CH2:41]1.[OH-:35].[OH2:43]>>[Cl:1][c:2]1[cH:3][c:4]([CH2:30][C:31](=[O:32])[OH:33])[cH:5][cH:6][c:7]1[S:8][CH2:9][c:10]1[cH:11][c:12]([O:16][CH2:17][c:18]2[n:19][c:20](-[c:24]3[cH:25][cH:26][cH:27][cH:28][cH:29]3)[o:21][c:22]2[CH3:23])[cH:13][cH:14][cH:15]1. Starting materials: C(C=C)(=O)O (Acrylic acid), C(C)C1=C(C=C2C=3CCN=C(C3NC2=C1)C)OC (7-ethyl-6-methoxy-1-methyl-3,4-dihydro-β-carboline), C1(=CC=CC=C1)P(=O)(C1=CC=CC=C1)N=[N+]=[N-] (diphenylphosphoryl azide). Run in CN(C)C=O (DMF), CN(C)C=O (DMF). Conditions: time 6 hour. The product is COC=1C=C2C(=CC1CC)NC1=C2CCN2C(CCC=C12)=O (9-methoxy-10-ethyl-2,3,4,6,7,12-hexahydroindolo[2,3-a]quinolizin-4-one). The yield is 23.0%. RXN SMILES: [C:1]([OH:5])(=O)[CH:2]=[CH2:3].[CH2:6]([C:8]1[CH:20]=[C:19]2[C:11]([C:12]3[CH2:13][CH2:14][N:15]=[C:16]([CH3:21])[C:17]=3[NH:18]2)=[CH:10][C:9]=1[O:22][CH3:23])[CH3:7].C1(P(N=[N+]=[N-])(C2C=CC=CC=2)=O)C=CC=CC=1>CN(C=O)C>[CH3:23][O:22][C:9]1[CH:10]=[C:11]2[C:12]3[CH2:13][CH2:14][N:15]4[C:16]([C:17]=3[NH:18][C:19]2=[CH:20][C:8]=1[CH2:6][CH3:7])=[CH:21][CH2:3][CH2:2][C:1]4=[O:5]. Reported procedure: Acrylic acid (0.23 mL) is added to a solution of 7-ethyl-6-methoxy-1-methyl-3,4-dihydro-β-carboline (740 mg, 3.05 mmol) in DMF (6 mL), followed by dropwise addition of diphenylphosphoryl azide dissolved in DMF (1.5 mL). The medium is left stirring for 6 h. Separation on silica gel allows the 9-methoxy-10-ethyl-2,3,4,6,7,12-hexahydroindolo[2,3-a]quinolizin4-one to be recovered (23% yield). Reactants: CC=1OC2=C(C=CC=C2C(C1)=O)C=O (2-methyl-4-oxo-4H-chromene-8-carbaldehyde), CC(=O)CC(=O)C(F)(F)F (1,1,1-trifluoroacetylacetone), N\C(=C/C(=O)OCC)\C (ethyl 3-aminocrotonate), C(C)(=O)O (acetic acid). The solvent is CC(C)O (2-propanol). Yields the product CC=1NC(=C(C(C1C(=O)OCC)C=1C=CC=C2C(C=C(OC12)C)=O)C(C(F)(F)F)=O)C (Ethyl 2,6-dimethyl-4-(2-methyl-4-oxo-4H-chromen-8-yl)-5-(trifluoroacetyl)-1,4-dihydropyridine-3-carboxylate). As a reaction SMILES: [CH3:1][C:2]1[O:3][C:4]2[C:9]([C:10](=[O:12])[CH:11]=1)=[CH:8][CH:7]=[CH:6][C:5]=2[CH:13]=O.[CH3:15][C:16]([CH2:18][C:19]([C:21]([F:24])([F:23])[F:22])=[O:20])=O.[NH2:25]/[C:26](/[CH3:33])=[CH:27]\[C:28]([O:30][CH2:31][CH3:32])=[O:29].C(O)(=O)C>CC(O)C>[CH3:33][C:26]1[NH:25][C:16]([CH3:15])=[C:18]([C:19](=[O:20])[C:21]([F:24])([F:23])[F:22])[CH:13]([C:5]2[CH:6]=[CH:7][CH:8]=[C:9]3[C:4]=2[O:3][C:2]([CH3:1])=[CH:11][C:10]3=[O:12])[C:27]=1[C:28]([O:30][CH2:31][CH3:32])=[O:29]. Procedure details: 100 mg (0.53 mmol) of 2-methyl-4-oxo-4H-chromene-8-carbaldehyde are dissolved with 143.3 mg (0.93 mmol) of 1,1,1-trifluoroacetylacetone, 68.6 mg (0.53 mmol) of ethyl 3-aminocrotonate and 31.9 mg (0.53 mmol) of acetic acid in 5 ml of 2-propanol and heated to reflux under argon for 10 h. The solvent is removed in vacuo, and the residue is purified by column chromatography (mobile phase: dichloromethane/methanol 95:5). 16 mg (7% of theory) of the title compound are obtained as a yellow solid. The reactants are [Cl-].C[Al+]C (dimethylaluminium chloride), C(C)OC(=O)C1=C(N(C=C1)C(C)C)C(C1=CC=C(C=C1)C#N)NC1=CN(C(C(=C1)Cl)=O)C (2-[(5-chloro-1-methyl-6-oxo-1,6-dihydro-pyridin-3-ylamino)-(4-cyano-phenyl)-methyl]-1-isopropyl-1H-pyrrole-3-carboxylic acid ethyl ester). Product: ClC1=CC(=CN(C1=O)C)N1C(C=2N(C=CC2C1=O)C(C)C)C1=CC=C(C#N)C=C1 (4-[5-(5-Chloro-1-methyl-6-oxo-1,6-dihydro-pyridin-3-yl)-1-isopropyl-4-oxo-1,4,5,6-tetrahydro-pyrrolo[3,4-b]pyrrol-6-yl]-benzonitrile). Reaction SMILES: [Cl-].C[Al+]C.C(O[C:8]([C:10]1[CH:14]=[CH:13][N:12]([CH:15]([CH3:17])[CH3:16])[C:11]=1[CH:18]([NH:27][C:28]1[CH:33]=[C:32]([Cl:34])[C:31](=[O:35])[N:30]([CH3:36])[CH:29]=1)[C:19]1[CH:24]=[CH:23][C:22]([C:25]#[N:26])=[CH:21][CH:20]=1)=[O:9])C>>[Cl:34][C:32]1[C:31](=[O:35])[N:30]([CH3:36])[CH:29]=[C:28]([N:27]2[C:8](=[O:9])[C:10]3[CH:14]=[CH:13][N:12]([CH:15]([CH3:16])[CH3:17])[C:11]=3[CH:18]2[C:19]2[CH:20]=[CH:21][C:22]([C:25]#[N:26])=[CH:23][CH:24]=2)[CH:33]=1 |f:0.1|. Procedure details: The title compound was prepared in analogy to the procedure described for Step H1, but dimethylaluminium chloride (1M in hexanes) was used instead of trimethylaluminium chloride, and 2-[(5-chloro-1-methyl-6-oxo-1,6-dihydro-pyridin-3-ylamino)-(4-cyano-phenyl)-methyl]-1-isopropyl-1H-pyrrole-3-carboxylic acid ethyl ester (Step AS2) was used instead of 2-[(3-chloro-4-fluoro-phenylamino)-(4-cyano-phenyl)-methyl]-1-isopropyl-1H-pyrrole-3-carboxylic acid ethyl ester to afford the title compound as a br...